The task is: describe an organic reaction: reactants, conditions, products, and yield. This data is from the Open Reaction Database (ORD), a public repository of structured organic reaction records. Solvent: CO (MeOH). RXN SMILES: [Br:1][C:2]1[C:18]([F:19])=[CH:17][C:5]([C:6]([NH:8][C:9]2[CH:13]=[CH:12][S:11][C:10]=2[C:14]([NH2:16])=[O:15])=O)=[C:4]([F:20])[CH:3]=1.[OH-].[Na+]>CO>[Br:1][C:2]1[C:18]([F:19])=[CH:17][C:5]([C:6]2[NH:8][C:9]3[CH:13]=[CH:12][S:11][C:10]=3[C:14](=[O:15])[N:16]=2)=[C:4]([F:20])[CH:3]=1 |f:1.2|. Yields the product BrC1=CC(=C(C=C1F)C1=NC(C2=C(N1)C=CS2)=O)F (2-(4-bromo-2,5-difluorophenyl)thieno[3,2-d]pyrimidine-4(1H)-one). Starting materials: BrC1=CC(=C(C(=O)NC2=C(SC=C2)C(=O)N)C=C1F)F (3-[(4-bromo-2,5-difluorobenzoyl)amino]thiophene-2-carboxamide), [OH-].[Na+] (NaOH). Procedure: A mixture of 3-[(4-bromo-2,5-difluorobenzoyl)amino]thiophene-2-carboxamide; 1M NaOH aq and MeOH was stirred for two hours at 80° C. to give 2-(4-bromo-2,5-difluorophenyl)thieno[3,2-d]pyrimidine-4(1H)-one. Reactants: Cl (HCl), [H-].[Na+] (sodium hydride), oil, C(OC)(OC)=O (dimethyl carbonate), C1CC2=CC=CC=C2C(=O)C1 (alpha-tetralone). Conditions: temperature 90 celsius. The product is COC(=O)C1C(C2=CC=CC=C2CC1)=O (1-Oxo-1,2,3,4-tetrahydro-naphthalene-2-carboxylic acid methyl ester). RXN SMILES: [H-].[Na+].[CH2:3]1[CH2:13][C:11](=[O:12])[C:10]2[C:5](=[CH:6][CH:7]=[CH:8][CH:9]=2)[CH2:4]1.Cl.[C:15](=O)([O:18]C)[O:16][CH3:17]>>[CH3:17][O:16][C:15]([CH:13]1[CH2:3][CH2:4][C:5]2[C:10](=[CH:9][CH:8]=[CH:7][CH:6]=2)[C:11]1=[O:12])=[O:18] |f:0.1|. Procedure: A suspension of 60% dispersion of sodium hydride in mineral oil (1.64 g, 41 mmol) in dimethyl carbonate (50 mL) was treated dropwise with alpha-tetralone (4.6 mL, 34 mmol). The mixture was heated at 90° C. for 20 minutes, cooled to ambient temperature, treated with 2 M HCl (40 mL), and extracted with EtOAc (100 mL and 25 mL). The combined EtOAc layers were washed with brine, dried (MgSO4), filtered, concentrated under reduced pressure and chromatographed on silica gel eluting with a gradient of ... Reactants: C(C)(C)(C)OC(=O)NC=1C=C2C=3CC(CCC3NC2=CC1)N(C)C (6-(t-butoxycarbonyl)amino-3-(dimethyl)amino-1,2,3,4-tetrahydro-9H-carbazole), FC1=CC=C(C(=O)Cl)C=C1 (4-fluorobenzoyl chloride). Run in FC(C(=O)O)(F)F (trifluoroacetic acid). Conditions: time 1 hour. The product is FC1=CC=C(C(=O)NC=2C=C3C=4CC(CCC4NC3=CC2)N(C)C)C=C1 (6-(4-fluorobenzoyl)amino-3-(dimethyl)amino-1,2,3,4-tetrahydro-9H-carbazole). Isolated yield 96.8%. Reaction SMILES: C([O:5][C:6]([NH:8][C:9]1[CH:10]=[C:11]2[C:19](=[CH:20][CH:21]=1)[NH:18][C:17]1[CH2:16][CH2:15][CH:14]([N:22]([CH3:24])[CH3:23])[CH2:13][C:12]2=1)=O)(C)(C)C.[F:25][C:26]1[CH:34]=[CH:33][C:29](C(Cl)=O)=[CH:28][CH:27]=1>FC(F)(F)C(O)=O>[F:25][C:26]1[CH:34]=[CH:33][C:29]([C:6]([NH:8][C:9]2[CH:10]=[C:11]3[C:19](=[CH:20][CH:21]=2)[NH:18][C:17]2[CH2:16][CH2:15][CH:14]([N:22]([CH3:23])[CH3:24])[CH2:13][C:12]3=2)=[O:5])=[CH:28][CH:27]=1. Procedure: A solution of 0.10 gm (0.30 mMol) 6-(t-butoxycarbonyl)amino-3-(dimethyl)amino-1,2,3,4-tetrahydro-9H-carbazole in 1.0 mL trifluoroacetic acid was stirred for 20 minutes at room temperature. The reaction mixture was then concentrated under reduced pressure. The residual oil was then dissolved in 5 mL tetrahydrofuran. To this solution was added 1.5 mL triethylamine followed by 5.0 μL (0.42 mMol) 4-fluorobenzoyl chloride and the solution was stirred for 1 hour at room temperature. The reaction mixtu... Reactants: [H-].C(C(C)C)[Al+]CC(C)C (Di-isobutylaluminium hydride), ClC1=C(C(=O)N(C)OC)C=CC(=C1)[N+](=O)[O-] (2-chloro-N-methoxy-N-methyl-4-nitrobenzamide), CO (Methanol). Run in C1(=CC=CC=C1)C (toluene). Run at temperature -78 celsius, time 40 minute. Yields the product ClC1=C(C=O)C=CC(=C1)[N+](=O)[O-] (2-chloro-4-nitrobenzaldehyde). Isolated yield 52.7%. As a reaction SMILES: [H-].C([Al+]CC(C)C)C(C)C.[Cl:11][C:12]1[CH:23]=[C:22]([N+:24]([O-:26])=[O:25])[CH:21]=[CH:20][C:13]=1[C:14](N(OC)C)=[O:15].CO>C1(C)C=CC=CC=1>[Cl:11][C:12]1[CH:23]=[C:22]([N+:24]([O-:26])=[O:25])[CH:21]=[CH:20][C:13]=1[CH:14]=[O:15] |f:0.1|. Reported procedure: Di-isobutylaluminium hydride (1.5M in toluene, 16.34 ml) was added to a stirred solution of 2-chloro-N-methoxy-N-methyl-4-nitrobenzamide (5 g) in toluene (100 ml) which had been cooled to -78° C. The mixture was stirred for 40 minutes. Methanol (10 ml) was added and the solvent was evaporated. The residue was partitioned between ethyl acetate and 2M aqueous hydrochloric acid. The organic solution was washed with water, dried (MgSO4) and evaporated to give 2-chloro-4-nitrobenzaldehyde (2 g). Reactants: NC1=NC=C(C=C1)Cl (2-amino-5-chloropyridine), mono ester, C1CCOC1 (THF), [Li+].C[Si](C)(C)[N-][Si](C)(C)C (LiHMDS), C1CCOC1 (THF). Reaction conditions: temperature 1 celsius. Product: C(C)O.CCCCCCC (ethanol heptane). Isolated yield 85.0%. RXN SMILES: N[C:2]1[CH:7]=[CH:6][C:5](Cl)=[CH:4]N=1.[Li+].C[Si]([N-][Si](C)(C)C)(C)C.[CH2:19]1C[O:22][CH2:21][CH2:20]1>>[CH2:21]([OH:22])[CH3:20].[CH3:2][CH2:7][CH2:6][CH2:5][CH2:4][CH2:19][CH3:20] |f:1.2,4.5|. Procedure: 13.94 g of 2-amino-5-chloropyridine (1.5 equiv.) and 30 g mono ester mono amide (70.85 mmol, 1 equiv.) were dissolved in 240 ml THF. The solution was cooled to 0-2° C. and 212.6 ml 1M LiHMDS solution in THF (3 equiv.) was added over 20 min. After 1.5 h reaction (in process control by HPLC), 245 ml 2M HClaq were added over 15 min keeping the temperature between 0-10° C. (pH of resulting mixture: 3.2). The resulting mixture was extracted twice with 350 ml ethyl acetate. The organic phases were was... The reactants are C(CC)(=O)[O-].[Na+] (sodium propionate), C(C(O)C)(=O)[O-].[Na+] (sodium lactate), C(CC)(=O)O (propionic acid), C(C(O)C)(=O)[O-] (lactate). Yields the product C(C)(=O)[O-] (acetate), C(CCC(=O)[O-])(=O)[O-] (succinate). Reaction SMILES: [C:1]([O-:5])(=[O:4])[CH2:2]C.[Na+].[C:7]([O-:12])(=[O:11])[CH:8]([CH3:10])O.[Na+].[C:14]([OH:18])(=[O:17])CC.C([O-])(=O)C(C)O>>[C:1]([O-:5])(=[O:4])[CH3:2].[C:7]([O-:12])(=[O:11])[CH2:8][CH2:10][C:14]([O-:18])=[O:17] |f:0.1,2.3|. Procedure details: The invention involves the anaerobic growth of S. ruminantium on lactic acid or glucose in a fermentation medium, preferably sterilized, which produces salts of propionic acid and other products in order to supply the energy and materials for growth. It comprises an improved process for preparing sodium propionate from sodium lactate, for instance, for conversion to propionic acid, in at least 1% and preferably 2% yield, and up to 2.4%, based on about 48 hours of fermentation of the lactate. Sma...